This data is from the Open Reaction Database (ORD), a public repository of structured organic reaction records. The task is: describe an organic reaction: reactants, conditions, products, and yield Starting materials: P(Cl)(Cl)(Cl)(Cl)Cl (phosphorus pentachloride), C(=O)(OCC1=CC=CC=C1)N[C@@H](C)C(=O)O (carbobenzoxy-L-alanine), NC1=C(C(=O)C2=C(C=CC=C2)F)C=C(C=C1)[N+](=O)[O-] (2-amino-5-nitro-2'-fluorobenzophenone). The solvent is C(Cl)Cl (methylene chloride), C(Cl)Cl (methylene chloride). Conditions: temperature -40 celsius, time 20 minute. Product: C(C1=CC=CC=C1)OC(NC(C)C(NC1=C(C=C(C=C1)[N+](=O)[O-])C(C1=C(C=CC=C1)F)=O)=O)=O ((-)-benzyl-[1-[{2-(o-fluorobenzoyl)-4-nitrophenyl}-carbamoyl]ethyl]carbamate). RXN SMILES: [C:1]([NH:11][C@H:12]([C:14]([OH:16])=O)[CH3:13])([O:3][CH2:4][C:5]1[CH:10]=[CH:9][CH:8]=[CH:7][CH:6]=1)=[O:2].P(Cl)(Cl)(Cl)(Cl)Cl.[NH2:23][C:24]1[CH:38]=[CH:37][C:36]([N+:39]([O-:41])=[O:40])=[CH:35][C:25]=1[C:26]([C:28]1[CH:33]=[CH:32][CH:31]=[CH:30][C:29]=1[F:34])=[O:27]>C(Cl)Cl>[CH2:4]([O:3][C:1](=[O:2])[NH:11][CH:12]([C:14](=[O:16])[NH:23][C:24]1[CH:38]=[CH:37][C:36]([N+:39]([O-:41])=[O:40])=[CH:35][C:25]=1[C:26](=[O:27])[C:28]1[CH:33]=[CH:32][CH:31]=[CH:30][C:29]=1[F:34])[CH3:13])[C:5]1[CH:6]=[CH:7][CH:8]=[CH:9][CH:10]=1. Procedure: 90 g of carbobenzoxy-L-alanine are dissolved in 500 ml of absolute methylene chloride, the solution is cooled to -40° C and treated with 95 g of phosphorus pentachloride. The mixture is stirred at -30° C for 20 minutes and subsequently added to a shaken solution of 52 g of 2-amino-5-nitro-2'-fluorobenzophenone in 250 ml of absolute methylene chloride. The solution is concentrated on a rotary evaporator at 50°-60° C, treated twice with toluene and evaporated each time. By crystallisation of the r...